This data is from the Open Reaction Database (ORD), a public repository of structured organic reaction records. The task is: describe an organic reaction: reactants, conditions, products, and yield Starting materials: CCCCCC, O=S(Cl)Cl, CC(NS(=O)(=O)c1ccc2ccccc2c1)C(=O)O, c1ccccc1. Product: CC(NS(=O)(=O)c1ccc2ccccc2c1)C(=O)Cl. As a reaction SMILES: [CH3:30][CH2:31][CH2:32][CH2:33][CH2:34][CH3:35].[S:26]([Cl:27])([Cl:28])=[O:29].[cH:1]1[c:2]([S:11](=[O:12])(=[O:13])[NH:14][CH:15]([C:16](=[O:17])[OH:18])[CH3:19])[cH:3][cH:4][c:5]2[cH:6][cH:7][cH:8][cH:9][c:10]12.[cH:20]1[cH:21][cH:22][cH:23][cH:24][cH:25]1>>[cH:1]1[c:2]([S:11](=[O:12])(=[O:13])[NH:14][CH:15]([C:16](=[O:17])[Cl:28])[CH3:19])[cH:3][cH:4][c:5]2[cH:6][cH:7][cH:8][cH:9][c:10]12. The reactants are ester hydrazone, O1C(=CC=C1)C(=O)NN=C(CCCC)OCC (ethyl valerate 2-furoylhydrazone), [N+](=O)([O-])C1=CC=C(CN)C=C1 (4-nitrobenzylamine), Cl (hydrochloride), product. The solvent is C(C)O (ethanol). Yields the product C(CCC)C1=NN=C(N1CC1=CC=C(C=C1)[N+](=O)[O-])C=1OC=CC1 (3-n-Butyl-5-(2-furyl)-4-(4-nitrobenzyl)-4H-1,2,4-triazole). Reaction SMILES: [O:1]1[CH:5]=[CH:4][CH:3]=[C:2]1[C:6]([NH:8][N:9]=[C:10](OCC)[CH2:11][CH2:12][CH2:13][CH3:14])=O.[N+:18]([C:21]1[CH:28]=[CH:27][C:24]([CH2:25][NH2:26])=[CH:23][CH:22]=1)([O-:20])=[O:19].Cl>C(O)C>[CH2:11]([C:10]1[N:26]([CH2:25][C:24]2[CH:23]=[CH:22][C:21]([N+:18]([O-:20])=[O:19])=[CH:28][CH:27]=2)[C:6]([C:2]2[O:1][CH:5]=[CH:4][CH:3]=2)=[N:8][N:9]=1)[CH2:12][CH2:13][CH3:14]. Procedure: To 678 mg (2.85 mmole) of ethyl valerate 2-furoylhydrazone dissolved in 3 ml of ethanol was added a solution of 514 mg (2.16 mmole ) of 4-nitrobenzylamine (generated from the hydrochloride by partitioning between ether and saturated Na2CO3 solution) in 3 ml of ethanol. The resulting solution was heated at 45°-50° C. for two hours and then at 70° C. overnight. The solution was cooled and concentrated. Column chromatography of the residue on silica gel (gradient elution with 0.5-2.5% methanol in C... The reactants are NCC(C(=O)OCC)(F)F (ethyl 3-amino-2,2-difluoropropanoate), C1(CCCC1)=O (cyclopentanone), C(C)(=O)[O-].[Na+] (sodium acetate), [BH-](OC(=O)C)(OC(=O)C)OC(=O)C.[Na+] (NaBH(OAc)3), ice, C([O-])(O)=O.[Na+] (sodium bicarbonate). Solvent: C1CCOC1 (THF), ice-salt, C(C)(=O)OCC (ethyl acetate). Conditions: time 8 hour. Yields the product C1(CCCC1)NCC(C(=O)OCC)(F)F (ethyl 3-(cyclopentylamino)-2,2-difluoropropanoate). Isolated yield 84.4%. Reaction SMILES: [NH2:1][CH2:2][C:3]([F:10])([F:9])[C:4]([O:6][CH2:7][CH3:8])=[O:5].[C:11]1(=O)[CH2:15][CH2:14][CH2:13][CH2:12]1.C([O-])(=O)C.[Na+].[BH-](OC(C)=O)(OC(C)=O)OC(C)=O.[Na+].C(=O)(O)[O-].[Na+]>C1COCC1.C(OCC)(=O)C>[CH:11]1([NH:1][CH2:2][C:3]([F:10])([F:9])[C:4]([O:6][CH2:7][CH3:8])=[O:5])[CH2:15][CH2:14][CH2:13][CH2:12]1 |f:2.3,4.5,6.7|. Procedure details: To a solution of ethyl 3-amino-2,2-difluoropropanoate (401 g, 1.5 mol), cyclopentanone (140 mL, 1.575 mol) and sodium acetate (123 g, 1.5 mol) in THF (6.5 L) was added NaBH(OAc)3 (477 g, 2.25 mol) portionwise over a period of 40 min in ice bath. The resulting mixture was stirred vigorously at room temperature overnight. The mixture was added slowly to a stirring solution of ice (3300 mL), saturated aqueous sodium bicarbonate (3300 mL) and ethyl acetate (3300 mL) cooled in ice-salt bath over a pe... Starting materials: C(CCCCC)OC1=CC=C(C=C1)OCCCCCC (1,4-di(n-hexyloxy)benzene), [N+](=O)(O)[O-] (nitric acid). The solvent is C(C)(=O)OC(C)=O (acetic anhydride), CCCCCC (n-hexane). Run at time 3 minute. The product is C(CCCCC)OC1=C(C=C(C=C1)OCCCCCC)[N+](=O)[O-] (2,5-di(n-hexyloxy)nitrobenzene). The yield is 97.0%. As a reaction SMILES: [CH2:1]([O:7][C:8]1[CH:13]=[CH:12][C:11]([O:14][CH2:15][CH2:16][CH2:17][CH2:18][CH2:19][CH3:20])=[CH:10][CH:9]=1)[CH2:2][CH2:3][CH2:4][CH2:5][CH3:6].[N+:21]([O-])([OH:23])=[O:22]>C(OC(=O)C)(=O)C.CCCCCC>[CH2:15]([O:14][C:11]1[CH:12]=[CH:13][C:8]([O:7][CH2:1][CH2:2][CH2:3][CH2:4][CH2:5][CH3:6])=[CH:9][C:10]=1[N+:21]([O-:23])=[O:22])[CH2:16][CH2:17][CH2:18][CH2:19][CH3:20]. Procedure: 11.6 g of 1,4-di(n-hexyloxy)benzene was dissolved in a mixed solvent of 50 ml of acetic anhydride and 50 ml of n-hexane, and 4 ml of concentrated nitric acid having a specific gravity of 1.42 was dropwise added thereto at a room temperature of 20° C. over 3 minutes. The internal temperature rose to 46° C., and the reaction was completed to obtain 13.1 g of 2,5-di(n-hexyloxy)nitrobenzene (yield: 97%). Starting materials: N1CCCC1 (Pyrrolidine), FC(C1=NC(=C2N1CCNC2)C(=O)[O-])(F)F (3-(trifluoromethyl)-5,6,7,8-tetrahydroimidazo[1,5-a]pyrazine-1-carboxylate). Run in O (H2O). Conditions: temperature 50 celsius, time 4 hour. Product: N1(CCCC1)C(=O)C=1N=C(N2C1CNCC2)C(F)(F)F (pyrrolidin-1-yl-[3-(trifluoromethyl)-5,6,7,8-tetrahydroimidazo[1,5-a]pyrazin-1-yl]methanone). The yield is 99.7%. As a reaction SMILES: [NH:1]1[CH2:5][CH2:4][CH2:3][CH2:2]1.[F:6][C:7]([F:21])([F:20])[C:8]1[N:12]2[CH2:13][CH2:14][NH:15][CH2:16][C:11]2=[C:10]([C:17]([O-])=[O:18])[N:9]=1>O>[N:1]1([C:17]([C:10]2[N:9]=[C:8]([C:7]([F:20])([F:6])[F:21])[N:12]3[CH2:13][CH2:14][NH:15][CH2:16][C:11]=23)=[O:18])[CH2:5][CH2:4][CH2:3][CH2:2]1. Reported procedure: Pyrrolidine (560 mg, 8 mmol), methyl 3-(trifluoromethyl)-5,6,7,8-tetrahydroimidazo[1,5-a]pyrazine-1-carboxylate 3b (400 mg, 1.60 mmol) and 0.4 mL of H2O were mixed in a sealed tube. After stirring at 50° C. for 4 hours, the reaction mixture was concentrated under reduced pressure to obtain crude pyrrolidin-1-yl-[3-(trifluoromethyl)-5,6,7,8-tetrahydroimidazo[1,5-a]pyrazin-1-yl]methanone 18a (460 mg) as a light yellow solid. The product was used directly in the next reaction without purification. The reactants are Cl, [N-]=[N+]=NCC1Cc2cc(C3CCCC3)cc(-c3ccccc3)c2O1, c1ccc(P(c2ccccc2)c2ccccc2)cc1. Product: NCC1Cc2cc(C3CCCC3)cc(-c3ccccc3)c2O1. As a reaction SMILES: [ClH:44].[N:1](=[N+:2]=[N-:3])[CH2:4][CH:5]1[O:6][c:7]2[c:8]([cH:10][c:11]([CH:20]3[CH2:21][CH2:22][CH2:23][CH2:24]3)[cH:12][c:13]2-[c:14]2[cH:15][cH:16][cH:17][cH:18][cH:19]2)[CH2:9]1.[c:25]1([P:26]([c:27]2[cH:28][cH:29][cH:30][cH:31][cH:32]2)[c:33]2[cH:34][cH:35][cH:36][cH:37][cH:38]2)[cH:39][cH:40][cH:41][cH:42][cH:43]1>>[NH2:1][CH2:4][CH:5]1[O:6][c:7]2[c:8]([cH:10][c:11]([CH:20]3[CH2:21][CH2:22][CH2:23][CH2:24]3)[cH:12][c:13]2-[c:14]2[cH:15][cH:16][cH:17][cH:18][cH:19]2)[CH2:9]1.